Dataset: the Open Reaction Database (ORD), a public repository of structured organic reaction records. Task: describe an organic reaction: reactants, conditions, products, and yield Starting materials: C1CCOC1, O=C(Cl)c1cccc(C(F)(F)F)c1, Nc1ccc(Cl)c(C(=O)O)c1. The product is O=C(Nc1ccc(Cl)c(C(=O)O)c1)c1cccc(C(F)(F)F)c1. As a reaction SMILES: [CH2:25]1[O:26][CH2:27][CH2:28][CH2:29]1.[F:12][C:13]([c:14]1[cH:15][c:16]([C:17](=[O:18])[Cl:19])[cH:20][cH:21][cH:22]1)([F:23])[F:24].[NH2:1][c:2]1[cH:3][cH:4][c:5]([Cl:11])[c:6]([C:7](=[O:8])[OH:9])[cH:10]1>>[NH:1]([c:2]1[cH:3][cH:4][c:5]([Cl:11])[c:6]([C:7](=[O:8])[OH:9])[cH:10]1)[C:17]([c:16]1[cH:15][c:14]([C:13]([F:12])([F:23])[F:24])[cH:22][cH:21][cH:20]1)=[O:18]. Starting materials: N[C@@H](CCC(O)=O)C(=O)N[C@@H](CC1=CNC=N1)C(=O)N[C@@H](CC1=CNC2=CC=CC=C12)C(=O)N[C@@H](CO)C(=O)N[C@@H](CC1=CC=C(C=C1)O)C(=O)N[C@H](COC(C)(C)C)C(=O)N[C@@H](CC(C)C)C(=O)N[C@@H](CCCNC(N)=N)C(=O)N1[C@H](C(=O)NCC)CCC1.CC(=O)CC(=O)O (Glu-His-Trp-Ser-Tyr-D-Ser(But)-Leu-Arg-Pro-NH-C2H5 diacetate), SC(C)O (mercaptoethanol). Run in FC(C(=O)O)(F)F (trifluoroacetic acid). Reaction conditions: time 1 hour. Yields the product N[C@@H](CCC(O)=O)C(=O)N[C@@H](CC1=CNC=N1)C(=O)N[C@@H](CC1=CNC2=CC=CC=C12)C(=O)N[C@@H](CO)C(=O)N[C@@H](CC1=CC=C(C=C1)O)C(=O)N[C@H](CO)C(=O)N[C@@H](CC(C)C)C(=O)N[C@@H](CCCNC(N)=N)C(=O)N1[C@H](C(=O)NCC)CCC1.CC(=O)CC(=O)O (Glu-His-Trp-Ser-Tyr-D-Ser-Leu-Arg-Pro-NH-C2H5 diacetate). Reaction SMILES: [NH2:1][C@H:2]([C:8]([NH:10][C@H:11]([C:18]([NH:20][C@H:21]([C:32]([NH:34][C@H:35]([C:38]([NH:40][C@H:41]([C:50]([NH:52][C@@H:53]([C:60]([NH:62][C@H:63]([C:68]([NH:70][C@H:71]([C:79]([N:81]1[CH2:90][CH2:89][CH2:88][C@H:82]1[C:83]([NH:85][CH2:86][CH3:87])=[O:84])=[O:80])[CH2:72][CH2:73][CH2:74][NH:75][C:76](=[NH:78])[NH2:77])=[O:69])[CH2:64][CH:65]([CH3:67])[CH3:66])=[O:61])[CH2:54][O:55]C(C)(C)C)=[O:51])[CH2:42][C:43]1[CH:48]=[CH:47][C:46]([OH:49])=[CH:45][CH:44]=1)=[O:39])[CH2:36][OH:37])=[O:33])[CH2:22][C:23]1[C:31]2[C:26](=[CH:27][CH:28]=[CH:29][CH:30]=2)[NH:25][CH:24]=1)=[O:19])[CH2:12][C:13]1[N:17]=[CH:16][NH:15][CH:14]=1)=[O:9])[CH2:3][CH2:4][C:5](=[O:7])[OH:6].[CH3:91][C:92]([CH2:94][C:95]([OH:97])=[O:96])=[O:93].SC(O)C>FC(F)(F)C(O)=O>[NH2:1][C@H:2]([C:8]([NH:10][C@H:11]([C:18]([NH:20][C@H:21]([C:32]([NH:34][C@H:35]([C:38]([NH:40][C@H:41]([C:50]([NH:52][C@@H:53]([C:60]([NH:62][C@H:63]([C:68]([NH:70][C@H:71]([C:79]([N:81]1[CH2:90][CH2:89][CH2:88][C@H:82]1[C:83]([NH:85][CH2:86][CH3:87])=[O:84])=[O:80])[CH2:72][CH2:73][CH2:74][NH:75][C:76](=[NH:77])[NH2:78])=[O:69])[CH2:64][CH:65]([CH3:67])[CH3:66])=[O:61])[CH2:54][OH:55])=[O:51])[CH2:42][C:43]1[CH:48]=[CH:47][C:46]([OH:49])=[CH:45][CH:44]=1)=[O:39])[CH2:36][OH:37])=[O:33])[CH2:22][C:23]1[C:31]2[C:26](=[CH:27][CH:28]=[CH:29][CH:30]=2)[NH:25][CH:24]=1)=[O:19])[CH2:12][C:13]1[N:17]=[CH:16][NH:15][CH:14]=1)=[O:9])[CH2:3][CH2:4][C:5](=[O:6])[OH:7].[CH3:91][C:92]([CH2:94][C:95]([OH:97])=[O:96])=[O:93] |f:0.1,4.5|. Procedure: 200 mg of Glu-His-Trp-Ser-Tyr-D-Ser(But)-Leu-Arg-Pro-NH-C2H5 -diacetate were dissolved with 0.1 ml of mercaptoethanol in 2 ml of trifluoroacetic acid. The solution was allowed to stand for 1 hour at room temperature, it was concentration and the residue was triturated with ether. The substance was suction-filtered and washed with ether, dissolved in water and chromatographed over Dowex 1×2 (acetate form). The eluate was concentrated and the residue was purified in analogy to Example 1 e) on Seph...